Dataset: the Open Reaction Database (ORD), a public repository of structured organic reaction records. Task: describe an organic reaction: reactants, conditions, products, and yield Starting materials: BrC1=C(C(=CC(=C1)F)[N+](=O)[O-])C=CN1CCCC1 (1-[2-(2-bromo-4-fluoro-6-nitro-phenyl)-vinyl]-pyrrolidine), O.NN (hydrazine monohydrate). Reagents/catalysts: [Ni] (Raney nickel), catalyst. The solvent is O1CCCC1 (tetrahydrofuran), CO (methanol), O (water). Reaction conditions: time 24 hour. Yields the product BrC1=C2C=CNC2=CC(=C1)F (4-bromo-6-fluoro-1H-indole). Yield: 43.0%. Reaction SMILES: [Br:1][C:2]1[CH:7]=[C:6]([F:8])[CH:5]=[C:4]([N+]([O-])=O)[C:3]=1[CH:12]=[CH:13][N:14]1CCCC1.O.NN>O1CCCC1.CO.[Ni].O>[Br:1][C:2]1[CH:7]=[C:6]([F:8])[CH:5]=[C:4]2[C:3]=1[CH:12]=[CH:13][NH:14]2 |f:1.2|. Reported procedure: To a solution of crude 1-[2-(2-bromo-4-fluoro-6-nitro-phenyl)-vinyl]-pyrrolidine (2.74 g) in tetrahydrofuran (25 ml) and methanol (25 ml) was added Raney nickel, 50% slurry in water, active catalyst (5.0 ml) followed by careful addition of hydrazine monohydrate (0.63 ml). After stirring for 24 hours the reaction mixture was filtered through celite and the filtrate reduced in vacuo. The residue was purified by flash chromatography to give 4-bromo-6-fluoro-1H-indole (0.80 g). Reactants: O=C(O)CC(NC(=O)OCc1ccccc1)C(=O)O, CC(=O)OC(C)=O, Cc1ccccc1. Yields the product O=C1CC(NC(=O)OCc2ccccc2)C(=O)O1. RXN SMILES: [CH2:1]([c:2]1[cH:3][cH:4][cH:5][cH:6][cH:7]1)[O:8][C:9](=[O:10])[NH:11][CH:12]([CH2:13][C:14](=[O:15])[OH:16])[C:17](=[O:18])[OH:19].[CH3:20][C:21]([O:22][C:23](=[O:24])[CH3:25])=[O:26].[CH3:27][c:28]1[cH:29][cH:30][cH:31][cH:32][cH:33]1>>[CH2:1]([c:2]1[cH:3][cH:4][cH:5][cH:6][cH:7]1)[O:8][C:9](=[O:10])[NH:11][CH:12]1[CH2:13][C:14](=[O:16])[O:19][C:17]1=[O:18].